This data is from the Open Reaction Database (ORD), a public repository of structured organic reaction records. The task is: describe an organic reaction: reactants, conditions, products, and yield The reactants are N1C[C@H](CCC1)NC(OC(C)(C)C)=O (tert-butyl (3S)-piperidin-3-ylcarbamate), C([O-])([O-])=O.[K+].[K+] (potassium carbonate), ClCC(=O)N1CCC(CC1)\C=C\C1=C(C=CC=C1C)C (1-(chloroacetyl)-4-[(E)-2-(2,6-dimethylphenyl)vinyl]piperidine). Run in C(C)#N (acetonitrile). Reaction conditions: time 3 hour. Product: Cl.Cl.CC1=C(C(=CC=C1)C)/C=C/C1CCN(CC1)C(CN1C[C@H](CCC1)N)=O ((3S)-1-(2-{4-[(E)-2-(2,6-dimethylphenyl)vinyl]piperidin-1-yl}-2-oxoethyl)piperidine-3-amine dihydrochloride). Isolated yield 161.1%. As a reaction SMILES: [NH:1]1[CH2:6][CH2:5][CH2:4][C@H:3]([NH:7]C(=O)OC(C)(C)C)[CH2:2]1.C(=O)([O-])[O-].[K+].[K+].[Cl:21][CH2:22][C:23]([N:25]1[CH2:30][CH2:29][CH:28](/[CH:31]=[CH:32]/[C:33]2[C:38]([CH3:39])=[CH:37][CH:36]=[CH:35][C:34]=2[CH3:40])[CH2:27][CH2:26]1)=[O:24]>C(#N)C>[ClH:21].[ClH:21].[CH3:40][C:34]1[CH:35]=[CH:36][CH:37]=[C:38]([CH3:39])[C:33]=1/[CH:32]=[CH:31]/[CH:28]1[CH2:29][CH2:30][N:25]([C:23](=[O:24])[CH2:22][N:1]2[CH2:6][CH2:5][CH2:4][C@H:3]([NH2:7])[CH2:2]2)[CH2:26][CH2:27]1 |f:1.2.3,6.7.8|. Procedure: 329 mg of tert-butyl (3S)-piperidin-3-ylcarbamate and 189 mg of potassium carbonate were added to a solution of 400 mg of 1-(chloroacetyl)-4-[(E)-2-(2,6-dimethylphenyl)vinyl]piperidine in 10 ml of acetonitrile, followed by heating under reflux for 2 hours. After the reaction mixture was concentrated under reduced pressure, chloroform and saturated aqueous sodium hydrogencarbonate solution were added to the residue, then the organic layer was fractionated. The solvent was evaporated under reduced... The reactants are CC=1N=CC(=NC1)NC(=O)C1=CC2=CC=CC=C2C=C1 (N-(5-methylpyrazin-2-yl)-2-naphthamide), C1CC(=O)N(C1=O)Br (NBS). The solvent is C(Cl)(Cl)(Cl)Cl (carbon tetrachloride). Yields the product BrCC=1N=CC(=NC1)NC(=O)C1=CC2=CC=CC=C2C=C1 (N-[5-(bromomethyl)pyrazin-2-yl]-2-naphthamide). RXN SMILES: [CH3:1][C:2]1[N:3]=[CH:4][C:5]([NH:8][C:9]([C:11]2[CH:20]=[CH:19][C:18]3[C:13](=[CH:14][CH:15]=[CH:16][CH:17]=3)[CH:12]=2)=[O:10])=[N:6][CH:7]=1.C1C(=O)N([Br:28])C(=O)C1>C(Cl)(Cl)(Cl)Cl>[Br:28][CH2:1][C:2]1[N:3]=[CH:4][C:5]([NH:8][C:9]([C:11]2[CH:20]=[CH:19][C:18]3[C:13](=[CH:14][CH:15]=[CH:16][CH:17]=3)[CH:12]=2)=[O:10])=[N:6][CH:7]=1. Reported procedure: N-(5-methylpyrazin-2-yl)-2-naphthamide (2.63 g, 10.0 mmol) was weighed and dissolved in 30 mL carbon tetrachloride. NBS (1.96 g, 11.0 mmol), BPO (242 mg, 1.0 mmol) were added and heated to reflux and reacted in dark for 12 hours. It was rotate evaporated to dryness to remove the solvent, and was used for the next step directly. Reactants: C(C)(C)C=1C(NC(NC1SC1=CC(=CC(=C1)C)C)=O)=O (5-Isopropyl-6-(3,5-dimethylphenyl)thio-2,4-pyrimidinedione), FC(C=1C=C(CBr)C=C(C1)C(F)(F)F)(F)F (3,5-bis(trifluoromethyl)benzyl bromide). The product is FC(C=1C=C(CN2C(NC(C(=C2SC2=CC(=CC(=C2)C)C)C(C)C)=O)=O)C=C(C1)C(F)(F)F)(F)F (1-[3,5-Bis(trifluoromethyl)benzyl]-5-isopropyl-6-(3,5-dimethylphenyl)thio-2,4-pyrimidinedione). Isolated yield 37.8%. RXN SMILES: [CH:1]([C:4]1[C:5](=[O:20])[NH:6][C:7](=[O:19])[NH:8][C:9]=1[S:10][C:11]1[CH:16]=[C:15]([CH3:17])[CH:14]=[C:13]([CH3:18])[CH:12]=1)([CH3:3])[CH3:2].[F:21][C:22]([F:36])([F:35])[C:23]1[CH:24]=[C:25]([CH:28]=[C:29]([C:31]([F:34])([F:33])[F:32])[CH:30]=1)[CH2:26]Br>>[F:21][C:22]([F:35])([F:36])[C:23]1[CH:24]=[C:25]([CH:28]=[C:29]([C:31]([F:34])([F:32])[F:33])[CH:30]=1)[CH2:26][N:8]1[C:9]([S:10][C:11]2[CH:12]=[C:13]([CH3:18])[CH:14]=[C:15]([CH3:17])[CH:16]=2)=[C:4]([CH:1]([CH3:3])[CH3:2])[C:5](=[O:20])[NH:6][C:7]1=[O:19]. Procedure: 5-Isopropyl-6-(3,5-dimethylphenyl)thio-2,4-pyrimidinedione and 3,5-bis(trifluoromethyl)benzyl bromide were reacted by the same way with the example 1 to obtain the titled compound (195 mg, yield: 37.8%). Reactants: solution, C(C)(C)(C)OC(=O)NC1(CC1)[C@@H]1[C@@H](C(N(C1)[C@@H](C)C1=CC=CC=C1)=O)F (4-(R)-(1-tert-butoxycarbonylaminocyclopropyl)-3-(S)-fluoro-1-[1-(S)-phenylethyl]-2-pyrrolidone). Solvent: O1CCCC1 (tetrahydrofuran), O1CCCC1 (tetrahydrofuran). Conditions: time 5 hour. The product is C(C)(C)(C)OC(=O)NC1(CC1)[C@@H]1[C@@H](CN(C1)[C@@H](C)C1=CC=CC=C1)F (4-(R)-(1-tert-Butoxycarbonylaminocyclopropyl)-3-(S)-fluoro-1-[1-(S)-phenylethyl]pyrrolidine). Isolated yield 99.4%. As a reaction SMILES: [C:1]([O:5][C:6]([NH:8][C:9]1([C@H:12]2[CH2:16][N:15]([C@H:17]([C:19]3[CH:24]=[CH:23][CH:22]=[CH:21][CH:20]=3)[CH3:18])[C:14](=O)[C@H:13]2[F:26])[CH2:11][CH2:10]1)=[O:7])([CH3:4])([CH3:3])[CH3:2]>O1CCCC1>[C:1]([O:5][C:6]([NH:8][C:9]1([C@H:12]2[CH2:16][N:15]([C@H:17]([C:19]3[CH:24]=[CH:23][CH:22]=[CH:21][CH:20]=3)[CH3:18])[CH2:14][C@H:13]2[F:26])[CH2:10][CH2:11]1)=[O:7])([CH3:2])([CH3:3])[CH3:4]. Procedure: Under a nitrogen atmosphere, a 1 M solution of borane-tetrahydrofuran complex in tetrahydrofuran (120 ml) was added dropwise under ice cooling into a solution of 4-(R)-(1-tert-butoxycarbonylaminocyclopropyl)-3-(S)-fluoro-1-[1-(S)-phenylethyl]-2-pyrrolidone in tetrahydrofuran (120 ml) and the mixture was stirred at room temperature for 5 hours. After evaporating the solvent under reduced pressure, a solvent mixture (200 ml) of ethanol with water (4:1) and triethylamine (20 ml) were added to the r... The reactants are C1CNCCN1, CS(C)=O, CC1Cc2c(Cl)ccc3c(=O)c(C(=O)O)cn1c23. Product: Cl, CC1Cc2c(N3CCNCC3)ccc3c(=O)c(C(=O)O)cn1c23. Reaction SMILES: [CH2:19]1[CH2:20][NH:21][CH2:22][CH2:23][NH:24]1.[CH3:25][S:26](=[O:27])[CH3:28].[Cl:1][c:2]1[cH:3][cH:4][c:5]2[c:6](=[O:18])[c:7]([C:15](=[O:16])[OH:17])[cH:8][n:9]3[c:10]2[c:11]1[CH2:12][CH:13]3[CH3:14]>>[ClH:1].[c:2]1([N:21]2[CH2:20][CH2:19][NH:24][CH2:23][CH2:22]2)[cH:3][cH:4][c:5]2[c:6](=[O:18])[c:7]([C:15](=[O:16])[OH:17])[cH:8][n:9]3[c:10]2[c:11]1[CH2:12][CH:13]3[CH3:14]. The reactants are Cl.FC1=C(C=C(CNC(=O)C2=NC(=NC(=C2)C2=NOC(C2)C2CCNCC2)C)C=C1)OC (N-(4-fluoro-3-methoxybenzyl)-2-methyl-6-(5-(piperidin-4-yl)-4,5-dihydroisoxazol-3-yl)pyrimidine-4-carboxamide hydrochloride), TEA, C(C)(=O)Cl (acetyl chloride). Solvent: C(Cl)Cl (DCM), O (water). Reaction conditions: time 10 minute. The product is C(C)(=O)N1CCC(CC1)C1CC(=NO1)C1=CC(=NC(=N1)C)C(=O)NCC1=CC(=C(C=C1)F)OC (6-(5-(1-acetylpiperidin-4-yl)-4,5-dihydroisoxazol-3-yl)-N-(4-fluoro-3-methoxybenzyl)-2-methylpyrimidine-4-carboxamide), solid. The yield is 45.0%. RXN SMILES: Cl.[F:2][C:3]1[CH:30]=[CH:29][C:6]([CH2:7][NH:8][C:9]([C:11]2[CH:16]=[C:15]([C:17]3[CH2:21][CH:20]([CH:22]4[CH2:27][CH2:26][NH:25][CH2:24][CH2:23]4)[O:19][N:18]=3)[N:14]=[C:13]([CH3:28])[N:12]=2)=[O:10])=[CH:5][C:4]=1[O:31][CH3:32].[C:33](Cl)(=[O:35])[CH3:34]>C(Cl)Cl.O>[C:33]([N:25]1[CH2:24][CH2:23][CH:22]([CH:20]2[O:19][N:18]=[C:17]([C:15]3[N:14]=[C:13]([CH3:28])[N:12]=[C:11]([C:9]([NH:8][CH2:7][C:6]4[CH:29]=[CH:30][C:3]([F:2])=[C:4]([O:31][CH3:32])[CH:5]=4)=[O:10])[CH:16]=3)[CH2:21]2)[CH2:27][CH2:26]1)(=[O:35])[CH3:34] |f:0.1|. Procedure details: To a cold solution of N-(4-fluoro-3-methoxybenzyl)-2-methyl-6-(5-(piperidin-4-yl)-4,5-dihydroisoxazol-3-yl)pyrimidine-4-carboxamide hydrochloride (0.1 g, 0.215 mmol, Preparation #K. 1) and TEA (0.2 mL, 1.4 mmol, Sd Fine Chem) in DCM (10 mL) was added acetyl chloride (0.022 g, 0.28 mmol, Spectrochem). The reaction mixture was slowly warmed to RT and stirred for about 10 min. The reaction mixture was diluted with water (10 mL) and the product extracted with DCM (2×20 mL). The combined organic laye... Starting materials: CN(C)CC(=O)O, CCN=C=NCCCN(C)C, O=S(=O)(C=C1CN(C(c2ccc(Cl)cc2)c2ccc(Cl)cc2)C1)Cc1cccc(N2CCNCC2)c1, ClCCl. Yields the product CN(C)CC(=O)N1CCN(c2cccc(CS(=O)(=O)C=C3CN(C(c4ccc(Cl)cc4)c4ccc(Cl)cc4)C3)c2)CC1. RXN SMILES: [CH3:12][N:13]([CH3:14])[CH2:15][C:16]([OH:17])=[O:18].[CH3:1][CH2:2][N:3]=[C:4]=[N:5][CH2:6][CH2:7][CH2:8][N:9]([CH3:10])[CH3:11].[Cl:19][c:20]1[cH:21][cH:22][c:23]([CH:26]([N:27]2[CH2:28][C:29](=[CH:31][S:32](=[O:33])(=[O:34])[CH2:35][c:36]3[cH:37][c:38]([N:42]4[CH2:43][CH2:44][NH:45][CH2:46][CH2:47]4)[cH:39][cH:40][cH:41]3)[CH2:30]2)[c:48]2[cH:49][cH:50][c:51]([Cl:54])[cH:52][cH:53]2)[cH:24][cH:25]1.[Cl:55][CH2:56][Cl:57]>>[CH3:12][N:13]([CH3:14])[CH2:15][C:16](=[O:18])[N:45]1[CH2:44][CH2:43][N:42]([c:38]2[cH:37][c:36]([CH2:35][S:32]([CH:31]=[C:29]3[CH2:28][N:27]([CH:26]([c:23]4[cH:22][cH:21][c:20]([Cl:19])[cH:25][cH:24]4)[c:48]4[cH:49][cH:50][c:51]([Cl:54])[cH:52][cH:53]4)[CH2:30]3)(=[O:33])=[O:34])[cH:41][cH:40][cH:39]2)[CH2:47][CH2:46]1.